From a dataset of the Open Reaction Database (ORD), a public repository of structured organic reaction records. describe an organic reaction: reactants, conditions, products, and yield The reactants are OC(C)C=1NC2=C(N1)C=CC=C2 (1-hydroxyethylbenzimidazole), C(C)N(CC)S(F)(F)F (diethylaminosulfur trifluoride), [OH-].[Na+] (sodium hydroxide), O (water). The solvent is C(Cl)Cl (methylene chloride), C(Cl)Cl (methylene chloride). Conditions: temperature -78 celsius, time 4 hour. The product is FC(C)C=1NC2=C(N1)C=CC=C2 (1-fluoroethvlbenzimidazole). Yield: 38.1%. Reaction SMILES: O[CH:2]([C:4]1[NH:5][C:6]2[CH:12]=[CH:11][CH:10]=[CH:9][C:7]=2[N:8]=1)[CH3:3].C(N(S(F)(F)[F:19])CC)C.O.[OH-].[Na+]>C(Cl)Cl>[F:19][CH:2]([C:4]1[NH:5][C:6]2[CH:12]=[CH:11][CH:10]=[CH:9][C:7]=2[N:8]=1)[CH3:3] |f:3.4|. Reported procedure: A solution of 3.24 g (0.02 mole) of 1-hydroxyethylbenzimidazole in 50 ml of methylene chloride was added to a solution of 2.44 ml (0.02 mole) of diethylaminosulfur trifluoride in 50 ml of methylene chloride cooled to -78° C. and under a nitrogen atmosphere. The reaction mixture was allowed to warm slowly to room temperature where it was stirred for 4 hours. The mixture was poured into water, the pH adjusted to 8 with aqueous sodium hydroxide solution and the organic layer separated and dried. Re... RXN SMILES: [BrH:26].[C:1]([CH3:2])([CH3:3])([CH3:4])[c:5]1[cH:6][c:7](-[c:18]2[c:19]([O:24][CH3:25])[n:20][cH:21][cH:22][cH:23]2)[cH:8][c:9]([O:11][c:12]2[cH:13][cH:14][cH:15][cH:16][cH:17]2)[cH:10]1.[C:32]([OH:33])(=[O:34])[CH3:35].[Na+:31].[O-:27][C:28]([OH:29])=[O:30]>>[C:1]([CH3:2])([CH3:3])([CH3:4])[c:5]1[cH:6][c:7](-[c:18]2[c:19](=[O:24])[nH:20][cH:21][cH:22][cH:23]2)[cH:8][c:9]([O:11][c:12]2[cH:13][cH:14][cH:15][cH:16][cH:17]2)[cH:10]1. The reactants are Br, COc1ncccc1-c1cc(Oc2ccccc2)cc(C(C)(C)C)c1, CC(=O)O, [Na+], O=C([O-])O. Yields the product CC(C)(C)c1cc(Oc2ccccc2)cc(-c2ccc[nH]c2=O)c1. Starting materials: Cc1ccc[nH]1, CCOCC, O=C(Cl)C(Cl)(Cl)Cl, [K+], [K+], O=C([O-])[O-]. Product: Cc1ccc(C(=O)C(Cl)(Cl)Cl)[nH]1. As a reaction SMILES: [CH3:1][c:2]1[nH:3][cH:4][cH:5][cH:6]1.[CH3:20][CH2:21][O:22][CH2:23][CH3:24].[Cl:7][C:8]([C:9](=[O:10])[Cl:11])([Cl:12])[Cl:13].[K+:14].[K+:15].[O-:16][C:17]([O-:18])=[O:19]>>[CH3:1][c:2]1[nH:3][c:4]([C:9]([C:8]([Cl:7])([Cl:12])[Cl:13])=[O:10])[cH:5][cH:6]1. Reactants: CC(C)(C)OC(=O)CCNC(=O)c1ccc(Cn2nc(-c3cc(Cl)cc(Cl)c3)cc2-c2ccc(Br)cc2)cc1, ClCCl. Yields the product O=C(O)CCNC(=O)c1ccc(Cn2nc(-c3cc(Cl)cc(Cl)c3)cc2-c2ccc(Br)cc2)cc1. Reaction SMILES: [Br:1][c:2]1[cH:3][cH:4][c:5](-[c:8]2[cH:9][c:10](-[c:32]3[cH:33][c:34]([Cl:39])[cH:35][c:36]([Cl:38])[cH:37]3)[n:11][n:12]2[CH2:13][c:14]2[cH:15][cH:16][c:17]([C:18](=[O:19])[NH:20][CH2:21][CH2:22][C:23](=[O:24])[O:25][C:26]([CH3:27])([CH3:28])[CH3:29])[cH:30][cH:31]2)[cH:6][cH:7]1.[Cl:40][CH2:41][Cl:42]>>[Br:1][c:2]1[cH:3][cH:4][c:5](-[c:8]2[cH:9][c:10](-[c:32]3[cH:33][c:34]([Cl:39])[cH:35][c:36]([Cl:38])[cH:37]3)[n:11][n:12]2[CH2:13][c:14]2[cH:15][cH:16][c:17]([C:18](=[O:19])[NH:20][CH2:21][CH2:22][C:23](=[O:24])[OH:25])[cH:30][cH:31]2)[cH:6][cH:7]1. Reactants: CC1(C=2C=CC(=CC2C(=CC1)C=1SC=CN1)C#CC1=CC=C(C(=O)O)C=C1)C (4-[(5,6-dihydro-5,5-dimethyl-8-(2- thiazolyl)-2-naphthalenyl)ethynyl]benzoic acid), CC1(C=2C=CC(=CC2C(=CC1)C=1SC=CN1)C#CC1=CC=C(C(=O)O)C=C1)C (4-[(5,6-dihydro-5,5-dimethyl-8-(2- thiazolyl)-2-naphthalenyl)ethynyl]benzoic acid), CC1(C=2C=CC(=CC2C(=CC1)C1=CC=CC=C1)C#CC1=CC=C(C(=O)OCC)C=C1)C (ethyl 4-[(5,6-dihydro-5,5-dimethyl-8-phenyl-2-naphthalenyl)ethynyl]benzoate), CC1(C=2C=CC(=CC2C(=CC1)C1=CC=CC=C1)C#CC1=CC=C(C(=O)OCC)C=C1)C (ethyl 4-[(5,6-dihydro-5,5-dimethyl-8-phenyl-2-naphthalenyl)ethynyl]benzoate). Yields the product CC1(C=2C=CC(=CC2C(=CC1)C1=CC=CC=C1)C#CC1=CC=C(C(=O)O)C=C1)C (4-[(5,6-dihydro-5,5-dimethyl-8-phenyl-2-naphthalenyl)ethynyl]benzoic Acid). RXN SMILES: CC1(C)CC=C(C2SC=CN=2)C2C=C(C#CC3C=CC(C(O)=O)=CC=3)C=CC1=2.[CH3:29][C:30]1([CH3:59])[CH2:39][CH:38]=[C:37]([C:40]2[CH:45]=[CH:44][CH:43]=[CH:42][CH:41]=2)[C:36]2[CH:35]=[C:34]([C:46]#[C:47][C:48]3[CH:58]=[CH:57][C:51]([C:52]([O:54]CC)=[O:53])=[CH:50][CH:49]=3)[CH:33]=[CH:32][C:31]1=2>>[CH3:29][C:30]1([CH3:59])[CH2:39][CH:38]=[C:37]([C:40]2[CH:45]=[CH:44][CH:43]=[CH:42][CH:41]=2)[C:36]2[CH:35]=[C:34]([C:46]#[C:47][C:48]3[CH:49]=[CH:50][C:51]([C:52]([OH:54])=[O:53])=[CH:57][CH:58]=3)[CH:33]=[CH:32][C:31]1=2. Procedure details: Employing the same general procedure as for the preparation of 4-[(5,6-dihydro-5,5-dimethyl-8-(2-thiazolyl)-2-naphthalenyl)ethynyl]benzoic acid (Compound 30a), 27.0 mg (0.07 mmol) of ethyl 4-[(5,6-dihydro-5,5-dimethyl-8-phenyl-2-naphthalenyl)ethynyl]benzoate (Compound 1a) was converted into the title compound (colorless solid) using 5.9 mg (0.14 mmol) of LiOH in H2O. PMR (d6-DMSO): δ 1.31 (6H, s), 2.35 (2H, d, J=4.5 Hz), 6.05 (1H, t, J=J=J=4.5 Hz), 7.00 (1H, s), 7.33 (2H, d, J=6.2 Hz), 7.44 (4H,... The reactants are COC(=O)c1nc2ccc(C)cn2c(=O)c1OCc1ccccc1, CO, Cl, [Li+], [OH-]. Yields the product Cc1ccc2nc(C(=O)O)c(OCc3ccccc3)c(=O)n2c1. RXN SMILES: [CH3:1][O:2][C:3](=[O:4])[c:5]1[n:6][c:7]2[n:8]([c:9](=[O:19])[c:10]1[O:11][CH2:12][c:13]1[cH:14][cH:15][cH:16][cH:17][cH:18]1)[cH:20][c:21]([CH3:24])[cH:22][cH:23]2.[CH3:28][OH:29].[ClH:27].[Li+:25].[OH-:26]>>[O:2]=[C:3]([OH:4])[c:5]1[n:6][c:7]2[n:8]([c:9](=[O:19])[c:10]1[O:11][CH2:12][c:13]1[cH:14][cH:15][cH:16][cH:17][cH:18]1)[cH:20][c:21]([CH3:24])[cH:22][cH:23]2.